This data is from the Open Reaction Database (ORD), a public repository of structured organic reaction records. The task is: describe an organic reaction: reactants, conditions, products, and yield Starting materials: 20, NC1=C(C(=CC=C1)Cl)NCCCO (3-[(2-amino-6-chlorophenyl)amino]-1-propanol), Cl (hydrochloric acid), [O-]C#N.[K+] (potassium cyanate). Solvent: O (water), O (water). Conditions: time 8 hour. Product: ClC1=CC=CC=2NC(N(C21)CCCO)=O (4-chloro-1,3-dihydro-3-(3-hydroxypropyl)-2H-benzimidazol-2-one). The yield is 41.0%. RXN SMILES: [NH2:1][C:2]1[CH:7]=[CH:6][CH:5]=[C:4]([Cl:8])[C:3]=1[NH:9][CH2:10][CH2:11][CH2:12][OH:13].Cl.[O-:15][C:16]#N.[K+]>O>[Cl:8][C:4]1[C:3]2[N:9]([CH2:10][CH2:11][CH2:12][OH:13])[C:16](=[O:15])[NH:1][C:2]=2[CH:7]=[CH:6][CH:5]=1 |f:2.3|. Procedure details: To a stirred and cooled (10° C.) mixture of 20 parts of 3-[(2-amino-6-chlorophenyl)amino]-1-propanol, 12 parts of a hydrochloric acid solution and 100 parts of water is added dropwise a solution of 9 parts of potassium cyanate in 30 parts of water. Upon completion, stirring is continued first for 2 hours at room temperature and further overnight at reflux temperature. After cooling, the product is extracted with trichloromethane. The extract is washed with a diluted hydrochloric acid solution, d... The reactants are CC(C)(C)OC(=O)NC(=O)OC(C)(C)C, O=C(Nc1ccc(C(Cl)c2ccccc2)cc1)C1CC(c2cccnc2)=NO1, Cl, [H-], [Na+], CN(C)C=O. Yields the product CC(C)(C)OC(=O)N(C(=O)OC(C)(C)C)C(c1ccccc1)c1ccc(NC(=O)C2CC(c3cccnc3)=NO2)cc1. RXN SMILES: [C:3](=[O:4])([O:5][C:6]([CH3:7])([CH3:8])[CH3:9])[NH:10][C:11](=[O:12])[O:13][C:14]([CH3:15])([CH3:16])[CH3:17].[Cl:19][CH:20]([c:21]1[cH:22][cH:23][c:24]([NH:27][C:28](=[O:29])[CH:30]2[CH2:31][C:32]([c:35]3[cH:36][n:37][cH:38][cH:39][cH:40]3)=[N:33][O:34]2)[cH:25][cH:26]1)[c:41]1[cH:42][cH:43][cH:44][cH:45][cH:46]1.[ClH:18].[H-:2].[Na+:1].[O:47]=[CH:48][N:49]([CH3:50])[CH3:51]>>[C:3](=[O:4])([O:5][C:6]([CH3:7])([CH3:8])[CH3:9])[N:10]([C:11](=[O:12])[O:13][C:14]([CH3:15])([CH3:16])[CH3:17])[CH:20]([c:21]1[cH:22][cH:23][c:24]([NH:27][C:28](=[O:29])[CH:30]2[CH2:31][C:32]([c:35]3[cH:36][n:37][cH:38][cH:39][cH:40]3)=[N:33][O:34]2)[cH:25][cH:26]1)[c:41]1[cH:42][cH:43][cH:44][cH:45][cH:46]1. The reactants are NC1=C2C(=NC=N1)N(N=C2C2=C(C=C(C=C2)OC2=CC=CC=C2)F)[C@H]2CN(CCC2)C(C(=CC(C)(C)N2C[C@@H](N([C@@H](C2)C)C(=O)OC(C)(C)C)C)C#N)=O ((2S,6R)-tert-butyl 4-(5-((R)-3-(4-amino-3-(2-fluoro-4-phenoxyphenyl)-1H-pyrazolo[3,4-d]pyrimidin-1-yl)piperidin-1-yl)-4-cyano-2-methyl-5-oxopent-3-en-2-yl)-2,6-dimethylpiperazine-1-carboxylate). Run in Cl (HCl), O1CCOCC1 (dioxane). Run at time 3 hour. Yields the product NC1=C2C(=NC=N1)N(N=C2C2=C(C=C(C=C2)OC2=CC=CC=C2)F)[C@H]2CN(CCC2)C(=O)C(C#N)=CC(C)(C)N2C[C@@H](N[C@@H](C2)C)C (2-((R)-3-(4-amino-3-(2-fluoro-4-phenoxyphenyl)-1H-pyrazolo[3,4-d]pyrimidin-1-yl)piperidine-1-carbonyl)-4-((3S,5R)-3,5-dimethylpiperazin-1-yl)-4-methylpent-2-enenitrile). Reaction SMILES: [NH2:1][C:2]1[N:7]=[CH:6][N:5]=[C:4]2[N:8]([C@@H:25]3[CH2:30][CH2:29][CH2:28][N:27]([C:31](=[O:54])[C:32]([C:52]#[N:53])=[CH:33][C:34]([N:37]4[CH2:42][C@@H:41]([CH3:43])[N:40](C(OC(C)(C)C)=O)[C@@H:39]([CH3:51])[CH2:38]4)([CH3:36])[CH3:35])[CH2:26]3)[N:9]=[C:10]([C:11]3[CH:16]=[CH:15][C:14]([O:17][C:18]4[CH:23]=[CH:22][CH:21]=[CH:20][CH:19]=4)=[CH:13][C:12]=3[F:24])[C:3]=12>Cl.O1CCOCC1>[NH2:1][C:2]1[N:7]=[CH:6][N:5]=[C:4]2[N:8]([C@@H:25]3[CH2:30][CH2:29][CH2:28][N:27]([C:31]([C:32](=[CH:33][C:34]([N:37]4[CH2:42][C@@H:41]([CH3:43])[NH:40][C@@H:39]([CH3:51])[CH2:38]4)([CH3:36])[CH3:35])[C:52]#[N:53])=[O:54])[CH2:26]3)[N:9]=[C:10]([C:11]3[CH:16]=[CH:15][C:14]([O:17][C:18]4[CH:23]=[CH:22][CH:21]=[CH:20][CH:19]=4)=[CH:13][C:12]=3[F:24])[C:3]=12. Procedure details: The (2S,6R)-tert-butyl 4-(5-((R)-3-(4-amino-3-(2-fluoro-4-phenoxyphenyl)-1H-pyrazolo[3,4-d]pyrimidin-1-yl)piperidin-1-yl)-4-cyano-2-methyl-5-oxopent-3-en-2-yl)-2,6-dimethylpiperazine-1-carboxylate (103.5 mg, 0.1400 mmol) was dissolved in 4N HCl in dioxane, and stirred at rt for 3 hours. The solvent was removed and 2 mL of MeOH was added to the residues. The mixture was neutralized to pH around 7-8 and extracted with DCM. The combined organic layer was washed with brine, dried over sodium sulfate... Run at time 22 hour. The solvent is CS(C)=O (DMSO), O (water), CS(C)=O (DMSO), CS(C)=O (DMSO), CS(C)=O (DMSO). Starting materials: Brc1nc(cs1)C(=O)Nc2ccccc2N3CCNCC3, CC1(C)OB(OC1(C)C)C2=CCCCC2. Yields the product O=C(Nc1ccccc1N2CCNCC2)c3csc(n3)C4=CCCCC4, Brc1nc(cs1)C(=O)Nc2ccccc2N3CCNCC3, c1ccc(-c2ccccc2)cc1. The reagents and catalysts are CCN=P(N=P(N(C)C)(N(C)C)N(C)C)(N(C)C)N(C)C (P2-Et), CN(C)c1ccc([PH](C(C)(C)C)(C(C)(C)C)[Pd]2(OS(C)(=O)=O)Nc3ccccc3-c3ccccc32)cc1 (Aphos G3). Reactants: C(C)N(CCN)CC (N,N-diethylethylenediamine), amine, O=C1C=2N=CN(C2N=CN1)CCC(=O)OCC (3-(1,6-dihydro-6-oxo-9H-purin-9-yl)propionic acid, ethyl ester). Solvent: C(C)#N (acetonitrile). Conditions: temperature 110 celsius, time 15 minute. Product: O=C1C=2N=CN(C2N=CN1)CCC(=O)NCCN(CC)CC (3-(1,6-dihydro-6-oxo-9H-purin-9-yl)-N-[2-(diethylamino)ethyl]propanamide). The yield is 60.0%. As a reaction SMILES: [CH2:1]([N:3]([CH2:7][CH3:8])[CH2:4][CH2:5][NH2:6])[CH3:2].[O:9]=[C:10]1[NH:18][CH:17]=[N:16][C:15]2[N:14]([CH2:19][CH2:20][C:21](OCC)=[O:22])[CH:13]=[N:12][C:11]1=2>C(#N)C>[O:9]=[C:10]1[NH:18][CH:17]=[N:16][C:15]2[N:14]([CH2:19][CH2:20][C:21]([NH:6][CH2:5][CH2:4][N:3]([CH2:7][CH3:8])[CH2:1][CH3:2])=[O:22])[CH:13]=[N:12][C:11]1=2. Procedure: 0.500 g (4.30 mmol) of N,N-diethylethylenediamine was placed into a 10 ml round bottom flask equipped with a magnetic stirring bar. The amine was heated to 110° C. and 0.250 g (1.06 mmol) of 3-(1,6-dihydro-6-oxo-9H-purin-9-yl)propionic acid, ethyl ester (AIT-0027) was added to the stirring solution. The solution was heated for one hour at 110° C. and was allowed to cool to room temperature. 10 ml of acetonitrile was added and the solution was stirred for 15 minutes. The white precipitate was obt...